Dataset: the Open Reaction Database (ORD), a public repository of structured organic reaction records. Task: describe an organic reaction: reactants, conditions, products, and yield The reactants are BrCc1ccccc1, O=C([O-])[O-], CN(C)C=O, [K+], [K+], [Na+], O=C([O-])O, COC(=O)C1CNCCC1c1ccccc1C. Yields the product COC(=O)C1CN(Cc2ccccc2)CCC1c1ccccc1C. RXN SMILES: [Br:7][CH2:8][c:9]1[cH:10][cH:11][cH:12][cH:13][cH:14]1.[C:1](=[O:2])([O-:3])[O-:4].[CH3:37][N:38]([CH3:39])[CH:40]=[O:41].[K+:5].[K+:6].[Na+:32].[OH:33][C:34](=[O:35])[O-:36].[c:15]1([CH3:31])[c:16]([CH:21]2[CH:22]([C:27](=[O:28])[O:29][CH3:30])[CH2:23][NH:24][CH2:25][CH2:26]2)[cH:17][cH:18][cH:19][cH:20]1>>[CH2:8]([c:9]1[cH:10][cH:11][cH:12][cH:13][cH:14]1)[N:24]1[CH2:23][CH:22]([C:27](=[O:28])[O:29][CH3:30])[CH:21]([c:16]2[c:15]([CH3:31])[cH:20][cH:19][cH:18][cH:17]2)[CH2:26][CH2:25]1. Reactants: NC1=NC=2C=CC=CC2C2=C1N=CN2CCO (2-(4-amino-1H-imidazo[4,5-c]quinolin-1-yl)ethanol), S(=O)(Cl)Cl (thionyl chloride). Reaction conditions: temperature 80 celsius. Product: ClCCN1C=NC=2C(=NC=3C=CC=CC3C21)N (1-(2-chloroethyl)-1H-imidazo[4,5-c]quinolin-4-amine). Isolated yield 86.0%. RXN SMILES: [NH2:1][C:2]1[C:11]2[N:12]=[CH:13][N:14]([CH2:15][CH2:16]O)[C:10]=2[C:9]2[CH:8]=[CH:7][CH:6]=[CH:5][C:4]=2[N:3]=1.S(Cl)([Cl:20])=O>>[Cl:20][CH2:16][CH2:15][N:14]1[C:10]2[C:9]3[CH:8]=[CH:7][CH:6]=[CH:5][C:4]=3[N:3]=[C:2]([NH2:1])[C:11]=2[N:12]=[CH:13]1. Reported procedure: A round bottom flask was charged with a magnetic stir bar, 2-(4-amino-1H-imidazo[4,5-c]quinolin-1-yl)ethanol (8.46 g, 37.06 mmol), and thionyl chloride (68.99 g, 57.99 mmol) under a nitrogen atmosphere. The reaction mixture was heated to 80° C. to give a heterogeneous reaction mixture that was maintained at 80° C. for 2 hours at which time the starting material was completely consumed. The solution was cooled and quenched by the addition of water (400 mL). To the stirred solution was added solid... The reactants are OCCOCN1C=2N=C(NC(C2N=C1)=O)N (9-(2-hydroxyethoxymethyl)guanine), CN(C=O)C (dimethylformamide), C(C)(=O)OC(C)=O (acetic anhydride). Run in N1=CC=CC=C1 (pyridine). Reaction conditions: time 8 hour. The product is C(C)(=O)OCCOCN1C=2N=C(NC(C2N=C1)=O)N (9-(2-acetyloxyethoxymethyl)guanine). As a reaction SMILES: [OH:1][CH2:2][CH2:3][O:4][CH2:5][N:6]1[CH:14]=[N:13][C:12]2[C:11](=[O:15])[NH:10][C:9]([NH2:16])=[N:8][C:7]1=2.CN(C)C=O.[C:22](OC(=O)C)(=[O:24])[CH3:23]>N1C=CC=CC=1>[C:22]([O:1][CH2:2][CH2:3][O:4][CH2:5][N:6]1[CH:14]=[N:13][C:12]2[C:11](=[O:15])[NH:10][C:9]([NH2:16])=[N:8][C:7]1=2)(=[O:24])[CH3:23]. Procedure: A mixture of 9-(2-hydroxyethoxymethyl)guanine (4.6 g), dry dimethylformamide (46 ml), acetic anhydride (16 ml) and dry pyridine (24 ml) was stirred at room temperature overnight. The resulting white solid was removed by filtration and dissolved in warm dimethylformamide (100 ml), pyridine (10 ml) and acetic anhydride (8 ml) added and the mixture stirred for 18 hr. The white solid formed was removed by filtration, washed with ethyl acetate and recrystallized from dimethylformamide to give 9-(2-ac... Starting materials: C1(=CC=C(C=C1)C(CC(=O)OC)N1C=NC2=C1C=CC(=C2)[N+](=O)[O-])C2=CC=CC=C2 (methyl 3-(1,1′-biphenyl)-4-yl-3-(5-nitro-1H-benzimidazol-1-yl)propanoate), C(=O)[O-].[NH4+] (ammonium formate), O (water). The reagents and catalysts are [Pd] (palladium on carbon). Solvent: C(C)O (ethanol). Product: NC1=CC2=C(N(C=N2)C(CC(=O)OC)C2=CC=C(C=C2)C2=CC=CC=C2)C=C1 (Methyl 3-(5-amino-1H-benzimidazol-1-yl)-3-(1,1′-biphenyl)-4-ylpropanoate), Phase I. As a reaction SMILES: [C:1]1([C:25]2[CH:30]=[CH:29][CH:28]=[CH:27][CH:26]=2)[CH:6]=[CH:5][C:4]([CH:7]([N:13]2[C:17]3[CH:18]=[CH:19][C:20]([N+:22]([O-])=O)=[CH:21][C:16]=3[N:15]=[CH:14]2)[CH2:8][C:9]([O:11][CH3:12])=[O:10])=[CH:3][CH:2]=1.C([O-])=O.[NH4+].O>C(O)C.[Pd]>[NH2:22][C:20]1[CH:19]=[CH:18][C:17]2[N:13]([CH:7]([C:4]3[CH:5]=[CH:6][C:1]([C:25]4[CH:26]=[CH:27][CH:28]=[CH:29][CH:30]=4)=[CH:2][CH:3]=3)[CH2:8][C:9]([O:11][CH3:12])=[O:10])[CH:14]=[N:15][C:16]=2[CH:21]=1 |f:1.2|. Procedure details: To a solution of methyl 3-(1,1′-biphenyl)-4-yl-3-(5-nitro-1H-benzimidazol-1-yl)propanoate (47 mg, 117 μmol) in ethanol (2 mL) was added palladium on carbon (9.0 mg, 10% active Pd), ammonium formate (37 mg, 587 μmol) and water (0.5 mL). The solution was heated at reflux for 4 hours, the cooled to room temperature, and filtered through Celite®. The filtrate was evaporated in vacuo, and the residue was purified by flash column chromatography on silica gel, eluting with a mixture of dichloromethane ...